From a dataset of the Open Reaction Database (ORD), a public repository of structured organic reaction records. describe an organic reaction: reactants, conditions, products, and yield Reactants: N([C@@H](C(C)C)C(=O)O)C(=O)OC(C)(C)C (Boc-Val-OH), N[C@@H](CCCCNC(=O)OCC1=CC=CC=C1)C(=O)OC.Cl (H-Lys(Z)-OMe.HCl), C1CCC(CC1)N=C=NC2CCCCC2 (DCC), C=1C=CC2=C(C1)N=NN2O (HOBt), C(C)N1CCOCC1 (N-ethylmorpholine). Solvent: C(Cl)Cl (CH2Cl2). Yields the product N([C@@H](C(C)C)C(=O)N[C@@H](CCCCNC(=O)OCC1=CC=CC=C1)C(=O)OC)C(=O)OC(C)(C)C (Boc-Val-Lys(Z)-OMe). Reaction SMILES: [NH:1]([C:9]([O:11][C:12]([CH3:15])([CH3:14])[CH3:13])=[O:10])[C@H:2]([C:6]([OH:8])=O)[CH:3]([CH3:5])[CH3:4].[NH2:16][C@H:17]([C:33]([O:35][CH3:36])=[O:34])[CH2:18][CH2:19][CH2:20][CH2:21][NH:22][C:23]([O:25][CH2:26][C:27]1[CH:32]=[CH:31][CH:30]=[CH:29][CH:28]=1)=[O:24].Cl.C1CCC(N=C=NC2CCCCC2)CC1.C1C=CC2N(O)N=NC=2C=1.C(N1CCOCC1)C>C(Cl)Cl>[NH:1]([C:9]([O:11][C:12]([CH3:15])([CH3:14])[CH3:13])=[O:10])[C@H:2]([C:6]([NH:16][C@H:17]([C:33]([O:35][CH3:36])=[O:34])[CH2:18][CH2:19][CH2:20][CH2:21][NH:22][C:23]([O:25][CH2:26][C:27]1[CH:32]=[CH:31][CH:30]=[CH:29][CH:28]=1)=[O:24])=[O:8])[CH:3]([CH3:4])[CH3:5] |f:1.2|. Procedure: 4.35 g of Boc-Val-OH and 6.6 g of H-Lys(Z)-OMe.HCl are subjected to a condensation reaction with 4.4 g of DCC in 50 ml of CH2Cl2, with the addition of 2.7 g of HOBt and 2.6 ml of N-ethylmorpholine (NEM). After filtering the mixture, the solvent is removed by distillation. The residue is taken up in ethyl acetate, washed successively with 2 N acetic acid, 1 M sodium bicarbonate and water and dried over sodium sulfate and, after removing the ethyl acetate by distillation, is recrystallized from di... The reactants are FC(OC1=CC=C(CNC(=O)[C@@H]2N(CCNC2)S(=O)(=O)C2=CC=C(C=C2)C(F)(F)F)C=C1)(F)F ((R)-1-(4-trifluoromethyl-benzenesulfonyl)-piperazine-2-carboxylic acid 4-trifluoromethoxy-benzylamide), ClC=1SC2=C(N=C(N=C2Cl)C2CC2)N1 (2,7-dichloro-5-cyclopropyl-thiazolo[4,5-d]pyrimidine), C(C)(C)N(C(C)C)CC (N,N-diisopropylethylamine). Solvent: C(Cl)(Cl)Cl (chloroform). Reaction conditions: time 8 hour. Yields the product FC(OC1=CC=C(CNC(=O)[C@@H]2N(CCN(C2)C=2SC3=C(N=C(N=C3Cl)C3CC3)N2)S(=O)(=O)C2=CC=C(C=C2)C(F)(F)F)C=C1)(F)F ((R)-4-(7-chloro-5-cyclopropyl-thiazolo[4,5-d]pyrimidin-2-yl)-1-(4-trifluoromethyl-benzenesulfonyl)-piperazine-2-carboxylic acid 4-trifluoromethoxy-benzylamide). The yield is 93.9%. RXN SMILES: [F:1][C:2]([F:34])([F:33])[O:3][C:4]1[CH:32]=[CH:31][C:7]([CH2:8][NH:9][C:10]([C@H:12]2[CH2:17][NH:16][CH2:15][CH2:14][N:13]2[S:18]([C:21]2[CH:26]=[CH:25][C:24]([C:27]([F:30])([F:29])[F:28])=[CH:23][CH:22]=2)(=[O:20])=[O:19])=[O:11])=[CH:6][CH:5]=1.Cl[C:36]1[S:37][C:38]2[C:43]([Cl:44])=[N:42][C:41]([CH:45]3[CH2:47][CH2:46]3)=[N:40][C:39]=2[N:48]=1.C(N(CC)C(C)C)(C)C>C(Cl)(Cl)Cl>[F:34][C:2]([F:1])([F:33])[O:3][C:4]1[CH:5]=[CH:6][C:7]([CH2:8][NH:9][C:10]([C@H:12]2[CH2:17][N:16]([C:36]3[S:37][C:38]4[C:43]([Cl:44])=[N:42][C:41]([CH:45]5[CH2:46][CH2:47]5)=[N:40][C:39]=4[N:48]=3)[CH2:15][CH2:14][N:13]2[S:18]([C:21]2[CH:26]=[CH:25][C:24]([C:27]([F:28])([F:29])[F:30])=[CH:23][CH:22]=2)(=[O:20])=[O:19])=[O:11])=[CH:31][CH:32]=1. Procedure: To a mixed solution of the compound (0.75 g) obtained in Step 2 and 2,7-dichloro-5-cyclopropyl-thiazolo[4,5-d]pyrimidine (0.36 g) in chloroform (7.5 ml) was added at room temperature N,N-diisopropylethylamine (0.31 ml). After stirring overnight at room temperature, the reaction mixture was concentrated under reduced pressure, and the residue was purified by silica gel column chromatography (ethyl acetate:n-hexane=2:3-3:2) to give the title compound (0.99 g). Starting materials: FC1=CC=C(C=C1)CC1=CN=C2C(=C(C(N(C2=C1)CCCO)=O)C(=O)OCC)O (ethyl 7-[(4-fluorophenyl)methyl]-4-hydroxy-1-(3-hydroxypropyl)-2-oxo-1,2-dihydro-1,5-naphthyridine-3-carboxylate), NCC(C)O (1-amino-2-propanol). The product is FC1=CC=C(C=C1)CC1=CN=C2C(=C(C(N(C2=C1)CCCO)=O)C(=O)NCC(C)O)O (7-[(4-fluorophenyl)methyl]-4-hydroxy-N-(2-hydroxypropyl)-1-(3-hydroxypropyl)-2-oxo-1,2-dihydro-1,5-naphthyridine-3-carboxamide). Yield: 34.0%. Reaction SMILES: [F:1][C:2]1[CH:7]=[CH:6][C:5]([CH2:8][C:9]2[CH:18]=[C:17]3[C:12]([C:13]([OH:29])=[C:14]([C:24](OCC)=[O:25])[C:15](=[O:23])[N:16]3[CH2:19][CH2:20][CH2:21][OH:22])=[N:11][CH:10]=2)=[CH:4][CH:3]=1.[NH2:30][CH2:31][CH:32]([OH:34])[CH3:33]>>[F:1][C:2]1[CH:3]=[CH:4][C:5]([CH2:8][C:9]2[CH:18]=[C:17]3[C:12]([C:13]([OH:29])=[C:14]([C:24]([NH:30][CH2:31][CH:32]([OH:34])[CH3:33])=[O:25])[C:15](=[O:23])[N:16]3[CH2:19][CH2:20][CH2:21][OH:22])=[N:11][CH:10]=2)=[CH:6][CH:7]=1. Procedure details: In a similar manner to that described in example 196, from ethyl 7-[(4-fluorophenyl)methyl]-4-hydroxy-1-(3-hydroxypropyl)-2-oxo-1,2-dihydro-1,5-naphthyridine-3-carboxylate (60 mg, 0.15mmol) and 1-amino-2-propanol (0.05 mL) was prepared 7-[(4-fluorophenyl)methyl]-4-hydroxy-N-(2-hydroxypropyl)-1-(3-hydroxypropyl)-2-oxo-1,2-dihydro-1,5-naphthyridine-3-carboxamide (22 mg, 34% yield) as a yellow solid after purification by reverse phase HPLC. 1H NMR (CDCl3) δ 10.27 (br s, 1 H), 8.49 (s, 1 H), 7.52 (s...